Dataset: the Open Reaction Database (ORD), a public repository of structured organic reaction records. Task: describe an organic reaction: reactants, conditions, products, and yield Reactants: C(C)(C)(C)OC(=O)N1CCC(CC1)CCNC(=O)C1=CC2=CN=C3C=CC=C(S1)N32 (N-[2-(1-tert-butoxycarbonyl-4-piperidyl)ethyl]-5-thia-1,8b-diazaacenaphthylene-4-carboxamide), Cl (hydrochloric acid). Solvent: C(C)O (ethanol). Reaction conditions: time 1 hour. Product: Cl.Cl.N1CCC(CC1)CCNC(=O)C1=CC2=CN=C3C=CC=C(S1)N32 (N-[2-(4-piperidyl)ethyl]-5-thia-1,8b-diazaacenaphthylene-4-carboxamide Dihydrochloride). As a reaction SMILES: C(OC([N:8]1[CH2:13][CH2:12][CH:11]([CH2:14][CH2:15][NH:16][C:17]([C:19]2[S:29][C:28]3[N:30]4[C:21](=[CH:22][N:23]=[C:24]4[CH:25]=[CH:26][CH:27]=3)[CH:20]=2)=[O:18])[CH2:10][CH2:9]1)=O)(C)(C)C.[ClH:31]>C(O)C>[ClH:31].[ClH:31].[NH:8]1[CH2:13][CH2:12][CH:11]([CH2:14][CH2:15][NH:16][C:17]([C:19]2[S:29][C:28]3[N:30]4[C:21](=[CH:22][N:23]=[C:24]4[CH:25]=[CH:26][CH:27]=3)[CH:20]=2)=[O:18])[CH2:10][CH2:9]1 |f:3.4.5|. Procedure: To a solution of 3.37 g (7.86 mM) of N-[2-(1-tert-butoxycarbonyl-4-piperidyl)ethyl]-5-thia-1,8b-diazaacenaphthylene-4-carboxamide in ethanol (100 ml) was added 12N-hydrochloric acid (3.2 ml, 39.3 mM) and the mixture was stirred at room temperature for 1 hour. The resulting crystals were collected by filtration and rinsed with small amounts of ethanol and ether to provide the title compound. As a reaction SMILES: [CH:1]([C:3]1[CH:11]=[CH:10][C:6]([C:7]([OH:9])=[O:8])=[CH:5][CH:4]=1)=[O:2].CO.C([O-])([O-])=O.[Cs+].[Cs+].[CH2:20](Br)[C:21]1[CH:26]=[CH:25][CH:24]=[CH:23][CH:22]=1>CN(C=O)C.C(=O)(O)[O-].[Na+].O>[CH2:20]([O:8][C:7](=[O:9])[C:6]1[CH:10]=[CH:11][C:3]([CH:1]=[O:2])=[CH:4][CH:5]=1)[C:21]1[CH:26]=[CH:25][CH:24]=[CH:23][CH:22]=1 |f:2.3.4,7.8|. Run at time 20 minute. Yields the product C(C1=CC=CC=C1)OC(C1=CC=C(C=C1)C=O)=O (4-Formyl-benzoic acid benzyl ester). The solvent is CN(C)C=O (DMF), O (Water), C([O-])(O)=O.[Na+] (sodium bicarbonate). Reactants: C(C1=CC=CC=C1)Br (benzyl bromide), C(=O)C1=CC=C(C(=O)O)C=C1 (4-Formyl-benzoic acid), CO (MeOH), C(=O)([O-])[O-].[Cs+].[Cs+] (Cs2CO3). Procedure: 4-Formyl-benzoic acid (2.0 g, 13.3 mmol) was made 0.2 M in 10:1 MeOH:Water and stirred. The stirring slurry was adjusted to pH=8 with 20% aq Cs2CO3. The resulting homogenous solution was stirred at ambient temperature for 20 mins then concentrated to dryness in vacuo. The residue was dried under high vacuum then treated with benzyl bromide (3.4 g, 20.0 mmol) 0.5 M in DMF. The slurry was stirred under nitrogen at ambient temperature for 18 hours. The reaction mixture was diluted with ½ saturated ... Starting materials: O=C(O)Cn1nnnc1S, CC(C)=O, N, C1CCOC1. Yields the product NC(=O)Cn1nnnc1S. RXN SMILES: [C:1](=[O:2])([OH:3])[CH2:4][n:5]1[n:6][n:7][n:8][c:9]1[SH:10].[CH3:17][C:18](=[O:19])[CH3:20].[NH3:16].[O:11]1[CH2:12][CH2:13][CH2:14][CH2:15]1>>[C:1](=[O:2])([CH2:4][n:5]1[n:6][n:7][n:8][c:9]1[SH:10])[NH2:16]. Reactants: O=C([O-])[O-], CCOC(C)=O, Clc1ccnc2cc(C3CC3)nn12, [Cs+], [Cs+], Nc1ccc(S)cc1, CN(C)C=O. Product: Nc1ccc(Sc2ccnc3cc(C4CC4)nn23)cc1. As a reaction SMILES: [C:1](=[O:2])([O-:3])[O-:4].[CH3:33][CH2:34][O:35][C:36]([CH3:37])=[O:38].[Cl:15][c:16]1[cH:17][cH:18][n:19][c:20]2[n:21]1[n:22][c:23]([CH:25]1[CH2:26][CH2:27]1)[cH:24]2.[Cs+:5].[Cs+:6].[NH2:7][c:8]1[cH:9][cH:10][c:11]([SH:14])[cH:12][cH:13]1.[O:28]=[CH:29][N:30]([CH3:31])[CH3:32]>>[NH2:7][c:8]1[cH:9][cH:10][c:11]([S:14][c:16]2[cH:17][cH:18][n:19][c:20]3[n:21]2[n:22][c:23]([CH:25]2[CH2:26][CH2:27]2)[cH:24]3)[cH:12][cH:13]1. The reactants are O=C1C(CN(CC1)C1=C(C=C(C=C1)N1C(O[C@H](C1)CNC(C)=O)=O)F)C ((S)—N-{3-[4-(4-oxo-3-methyl-piperidin-1-yl)-3-fluorophenyl]-2-oxo-oxazolidin-5-ylmethyl}-acetamide), FC(F)(F)[Mg]Br (trifluoromethyl magnesium bromide). Solvent: O1CCCC1 (tetrahydrofuran). Product: FC(C1(C(CN(CC1)C1=C(C=C(C=C1)N1C(O[C@H](C1)CNC(C)=O)=O)F)C)O)(F)F ((S)—N-{3-[4-(4-Trifluoromethyl-3-methyl-4-hydroxypiperidin-1-yl)-3-fluorophenyl]-2-oxo-oxazolidin-5-ylmethyl}-acetamide). Isolated yield 78.0%. As a reaction SMILES: [O:1]=[C:2]1[CH2:7][CH2:6][N:5]([C:8]2[CH:13]=[CH:12][C:11]([N:14]3[CH2:18][C@H:17]([CH2:19][NH:20][C:21](=[O:23])[CH3:22])[O:16][C:15]3=[O:24])=[CH:10][C:9]=2[F:25])[CH2:4][CH:3]1[CH3:26].[F:27][C:28]([Mg]Br)([F:30])[F:29]>O1CCCC1>[F:27][C:28]([F:30])([F:29])[C:2]1([OH:1])[CH2:7][CH2:6][N:5]([C:8]2[CH:13]=[CH:12][C:11]([N:14]3[CH2:18][C@H:17]([CH2:19][NH:20][C:21](=[O:23])[CH3:22])[O:16][C:15]3=[O:24])=[CH:10][C:9]=2[F:25])[CH2:4][CH:3]1[CH3:26]. Procedure details: By reacting (S)—N-{3-[4-(4-oxo-3-methyl-piperidin-1-yl)-3-fluorophenyl]-2-oxo-oxazolidin-5-ylmethyl}-acetamide (2.40 mmol) and trifluoromethyl magnesium bromide (2.6 mmol) in tetrahydrofuran (20 ml) followed by silica gel chromatographic separation of diastereomer the compound was obtained in 78% yield. M.P. 144-146° C. and MS (M+1)=434 (MH+, 100%) for M.F.=C19H23F4N3O4.